From a dataset of the Open Reaction Database (ORD), a public repository of structured organic reaction records. describe an organic reaction: reactants, conditions, products, and yield The product is C(C)(=O)C1=C(C(=C(OCCCCCCC2(OC3=C(C(C2)=O)C=CC(=C3CCC)OCC(=O)O)C)C=C1)CCC)O (rac.-[[2-[6-(4-acetyl-3-hydroxy-2-propylphenoxy)hexyl]-3,4-dihydro-2-methyl-4-oxo-8-propyl-2H-1-benzopyran-7-yl]oxy]acetic acid). Procedure: A solution of 1.1 g of the ester product from Example 5 and 0.966 g of sodium hydroxide, in 36 ml of methanol and 9 ml of water was stirred at room temperature for 5.5 hours then poured into 60 ml of cold 1N hydrochloric acid and 150 ml of water. The mixture was extracted 3 times with ether. The combined ether extracts were washed with 3 portions of saturated aqueous sodium bicarbonate. Each bicarbonate wash was back-extracted with ether. The bicarbonate washes were combined and acidified to pH ... Starting materials: Cl (hydrochloric acid), O (water), COC(COC1=C(C2=C(C(CC(O2)(C)CCCCCCOC2=C(C(=C(C=C2)C(C)=O)O)CCC)=O)C=C1)CCC)=O (rac-[[2-[6-(4-acetyl-3-hydroxy-2-propylphenoxy)-hexyl]-3,4-dihydro-2-methyl-4-oxo-8-propyl-2H-1-benzopyran-7-yl]oxy]acetic acid methyl ester), [OH-].[Na+] (sodium hydroxide), O (water). The solvent is CO (methanol). As a reaction SMILES: C[O:2][C:3](=[O:41])[CH2:4][O:5][C:6]1[CH:37]=[CH:36][C:9]2[C:10](=[O:35])[CH2:11][C:12]([CH2:15][CH2:16][CH2:17][CH2:18][CH2:19][CH2:20][O:21][C:22]3[CH:27]=[CH:26][C:25]([C:28](=[O:30])[CH3:29])=[C:24]([OH:31])[C:23]=3[CH2:32][CH2:33][CH3:34])([CH3:14])[O:13][C:8]=2[C:7]=1[CH2:38][CH2:39][CH3:40].[OH-].[Na+].O.Cl>CO>[C:28]([C:25]1[CH:26]=[CH:27][C:22]([O:21][CH2:20][CH2:19][CH2:18][CH2:17][CH2:16][CH2:15][C:12]2([CH3:14])[CH2:11][C:10](=[O:35])[C:9]3[CH:36]=[CH:37][C:6]([O:5][CH2:4][C:3]([OH:41])=[O:2])=[C:7]([CH2:38][CH2:39][CH3:40])[C:8]=3[O:13]2)=[C:23]([CH2:32][CH2:33][CH3:34])[C:24]=1[OH:31])(=[O:30])[CH3:29] |f:1.2|. Isolated yield 96.9%. Starting materials: [Li+].[OH-] (LiOH), COC([C@H](CC1=CC=C(C=C1)C1=CC=CC=C1)NC(C1=C(C=CC(=C1)Br)OCC1=CC(=C(C=C1)OCC1=CC=CC=C1)OCC1=CC=CC=C1)=O)=O (3-Biphenyl-4-yl-2-(S)-[2-(3,4-bis-benzyloxy-benzyloxy)-5-bromo-benzoylamino]-propionic acid methyl ester), [Li+].[OH-] (LiOH). Run in C1CCOC1.CO (THF MeOH). Run at temperature 0 celsius, time 30 minute. Yields the product C1(=CC=C(C=C1)C[C@@H](C(=O)O)NC(C1=C(C=CC(=C1)Br)OCC1=CC(=C(C=C1)OCC1=CC=CC=C1)OCC1=CC=CC=C1)=O)C1=CC=CC=C1 (3-biphenyl-4-yl-2-(S)-[2-(3,4-bis-benzyloxy-benzyloxy)-5-bromo-benzoylamino]-propionic acid). The yield is 80.1%. RXN SMILES: C[O:2][C:3](=[O:52])[C@@H:4]([NH:18][C:19](=[O:51])[C:20]1[CH:25]=[C:24]([Br:26])[CH:23]=[CH:22][C:21]=1[O:27][CH2:28][C:29]1[CH:34]=[CH:33][C:32]([O:35][CH2:36][C:37]2[CH:42]=[CH:41][CH:40]=[CH:39][CH:38]=2)=[C:31]([O:43][CH2:44][C:45]2[CH:50]=[CH:49][CH:48]=[CH:47][CH:46]=2)[CH:30]=1)[CH2:5][C:6]1[CH:11]=[CH:10][C:9]([C:12]2[CH:17]=[CH:16][CH:15]=[CH:14][CH:13]=2)=[CH:8][CH:7]=1.[Li+].[OH-]>C1COCC1.CO>[C:9]1([C:12]2[CH:17]=[CH:16][CH:15]=[CH:14][CH:13]=2)[CH:8]=[CH:7][C:6]([CH2:5][C@H:4]([NH:18][C:19](=[O:51])[C:20]2[CH:25]=[C:24]([Br:26])[CH:23]=[CH:22][C:21]=2[O:27][CH2:28][C:29]2[CH:34]=[CH:33][C:32]([O:35][CH2:36][C:37]3[CH:42]=[CH:41][CH:40]=[CH:39][CH:38]=3)=[C:31]([O:43][CH2:44][C:45]3[CH:46]=[CH:47][CH:48]=[CH:49][CH:50]=3)[CH:30]=2)[C:3]([OH:52])=[O:2])=[CH:11][CH:10]=1 |f:1.2,3.4|. Procedure: 3-Biphenyl-4-yl-2-(S)-[2-(3,4-bis-benzyloxy-benzyloxy)-5-bromo-benzoylamino]-propionic acid methyl ester (60 mg, 0.079 mmol) was dissolved in 5 mL of THF-MeOH (4-1), cooled to 0° C. and 1.1 equiv of 2 N LiOH added. After 30 minutes, 2.2 additional equiv of 2N LiOH was added and the reaction stirred for 30 minutes. The reaction was worked up according to general procedure C to give 3-biphenyl-4-yl-2-(S)-[2-(3,4-bis-benzyloxy-benzyloxy)-5-bromo-benzoylamino]-propionic acid (47 mg). 1H-NMR(400 MHz,... Reactants: CCOC(=O)CC(C)=O, CCCCCCCCCCCI, CCO, [Na]. The product is CCCCCCCCCCCC(C(C)=O)C(=O)OCC. Reaction SMILES: [C:14]([CH2:15][C:16](=[O:17])[CH3:18])(=[O:19])[O:20][CH2:21][CH3:22].[CH2:1]([CH2:2][CH2:3][CH2:4][CH2:5][CH2:6][CH2:7][CH2:8][CH2:9][CH2:10][CH3:11])[I:12].[CH3:23][CH2:24][OH:25].[Na:13]>>[CH2:1]([CH2:2][CH2:3][CH2:4][CH2:5][CH2:6][CH2:7][CH2:8][CH2:9][CH2:10][CH3:11])[CH:15]([C:14](=[O:19])[O:20][CH2:21][CH3:22])[C:16](=[O:17])[CH3:18]. The reactants are C(C)OC(=O)C1=C(OC(=C1)C1=NC(=NC=C1)N)C1=CC=CC=C1 (5-(2-Amino-pyrimidin-4-yl)-2-phenyl-furan-3-carboxylic acid ethyl ester), [H][H].CCO (H2 EtOH), [OH-].[Na+] (NaOH), Cl (HCl). Conditions: temperature 100 celsius, time 1 hour. Product: NC1=NC=CC(=N1)C1=CC(=C(O1)C1=CC=CC=C1)C(=O)O (5-(2-amino-pyrimidin-4-yl)-2-phenyl-furan-3-carboxylic acid). RXN SMILES: C([O:3][C:4]([C:6]1[CH:10]=[C:9]([C:11]2[CH:16]=[CH:15][N:14]=[C:13]([NH2:17])[N:12]=2)[O:8][C:7]=1[C:18]1[CH:23]=[CH:22][CH:21]=[CH:20][CH:19]=1)=[O:5])C.[H][H].CCO.[OH-].[Na+].Cl>>[NH2:17][C:13]1[N:12]=[C:11]([C:9]2[O:8][C:7]([C:18]3[CH:23]=[CH:22][CH:21]=[CH:20][CH:19]=3)=[C:6]([C:4]([OH:5])=[O:3])[CH:10]=2)[CH:16]=[CH:15][N:14]=1 |f:1.2,3.4|. Procedure: To a solution of ester 59 (221 mg, 0.71 mmol) in 1:1 H2/EtOH (9 mL), 4M aq NaOH (10 eq) was added and the reaction mixture was stirred at 100° C. for 1 h. After cooling to rt, the solution was acidified with 2M HCl yielding 5-(2-amino-pyrimidin-4-yl)-2-phenyl-furan-3-carboxylic acid as a white solid which was filtered, washed with water and dried under reduced pressure (quant.).